Dataset: the Open Reaction Database (ORD), a public repository of structured organic reaction records. Task: describe an organic reaction: reactants, conditions, products, and yield The reactants are CC1(OC[C@@](N1C(=O)OC(C)(C)C)(C=1SC(=CN1)C1=CC(=C(C=C1)OCCCCCC1=CC=C(C=C1)C(F)(F)F)C(F)(F)F)C)C ((R)-tert-butyl 2,2,4-trimethyl-4-(5-(3-(trifluoromethyl)-4-(5-(4-(trifluoromethyl)phenyl)pentyloxy)phenyl)thiazol-2-yl)oxazolidine-3-carboxylate). Run in C(C)#N.O (acetonitrile H2O). Product: N[C@](CO)(C)C=1SC(=CN1)C1=CC(=C(C=C1)OCCCCCC1=CC=C(C=C1)C(F)(F)F)C(F)(F)F ((S)-2-Amino-2-(5-(3-(trifluoromethyl)-4-(5-(4-(trifluoromethyl)phenyl)pentyloxy)phenyl)thiazol-2-yl)propan-1-ol). As a reaction SMILES: CC1(C)[N:6](C(OC(C)(C)C)=O)[C@@:5]([CH3:45])([C:14]2[S:15][C:16]([C:19]3[CH:24]=[CH:23][C:22]([O:25][CH2:26][CH2:27][CH2:28][CH2:29][CH2:30][C:31]4[CH:36]=[CH:35][C:34]([C:37]([F:40])([F:39])[F:38])=[CH:33][CH:32]=4)=[C:21]([C:41]([F:44])([F:43])[F:42])[CH:20]=3)=[CH:17][N:18]=2)[CH2:4][O:3]1>C(#N)C.O>[NH2:6][C@@:5]([C:14]1[S:15][C:16]([C:19]2[CH:24]=[CH:23][C:22]([O:25][CH2:26][CH2:27][CH2:28][CH2:29][CH2:30][C:31]3[CH:32]=[CH:33][C:34]([C:37]([F:38])([F:39])[F:40])=[CH:35][CH:36]=3)=[C:21]([C:41]([F:44])([F:43])[F:42])[CH:20]=2)=[CH:17][N:18]=1)([CH3:45])[CH2:4][OH:3] |f:1.2|. Reported procedure: The title compound was prepared from (R)-tert-butyl 2,2,4-trimethyl-4-(5-(3-(trifluoromethyl)-4-(5-(4-(trifluoromethyl)phenyl)pentyloxy)phenyl)thiazol-2-yl)oxazolidine-3-carboxylate. HPLC retention time on a C18 column (30×4.6 mm, 3.5μ) was 2.50 min with gradient 10-95% acetonitrile-H2O (0.1% TFA) in 3.5 min as mobile phase. MS (ESI, M+H+)=533.4; 1H NMR (400 MHz, CDCl3) δ 7.77 (s, 1H), 7.66 (d, 1H, J=2.0 Hz), 7.56 (dd, 1H, J=9.0 Hz, J=2.4 Hz), 7.52 (d, 2H, J=8.0 Hz), 7.28 (d, 2H, J=8.0 Hz), 6.97... Reactants: [Li]CCCC (LiBu), CC1C=CC2=CC=CC=C12 (1-methylindene), C(C)(C)=C1C=C2CCCCCC2=C1 (2-isopropylidene-2,4,5,6,7,8-hexahydroazulene). The solvent is CCCCCC (hexane), C(C)OCC (ethyl ether), CCOCC (ether), O (water). Reaction conditions: time 3 hour. Product: CC1=CC(C2=CC=CC=C12)C(C)(C)C=1CC=2CCCCCC2C1 (2-[1-(3-methyl-1H-Inden-1-yl) -1-methyl-ethyl]-1,4,5,6,7,8-hexahydroazulene). Isolated yield 67.3%. RXN SMILES: [Li]CCCC.[CH3:6][CH:7]1[C:15]2[C:10](=[CH:11][CH:12]=[CH:13][CH:14]=2)[CH:9]=[CH:8]1.[C:16](=[C:19]1[CH:28]=[C:27]2[C:21]([CH2:22][CH2:23][CH2:24][CH2:25][CH2:26]2)=[CH:20]1)([CH3:18])[CH3:17]>CCCCCC.C(OCC)C.O>[CH3:6][C:7]1[C:15]2[C:10](=[CH:11][CH:12]=[CH:13][CH:14]=2)[CH:9]([C:16]([C:19]2[CH2:28][C:27]3[CH2:26][CH2:25][CH2:24][CH2:23][CH2:22][C:21]=3[CH:20]=2)([CH3:18])[CH3:17])[CH:8]=1. Reported procedure: 12.4 ml of LiBu 2.5 M in hexane are added, at room temperature, to an ether solution of 4.2 g (0.032 moles) of 1-methylindene in 100 ml of ethyl ether. The mixture is left under stirring for 3 hours, then 3.8 g (0.022 moles) of 2-isopropylidene-2,4,5,6,7,8-hexahydroazulene are added at -70° C. The temperature is left to rise and the mixture is left under stirring for 48 hours. The reaction mixture is hydrolyzed in water and extracted with ethyl ether which after evaporation provides a solid whic...